Dataset: the Open Reaction Database (ORD), a public repository of structured organic reaction records. Task: describe an organic reaction: reactants, conditions, products, and yield Starting materials: ClC1=NC2=NC=CC=C2C(=C1)Cl (2,4-dichloro-[1,8]naphthyridine), C(#N)C1=C(C=CC=C1)B(O)O (2-cyanobenzeneboronic acid), C([O-])(O)=O.[Na+] (sodium bicarbonate), bis-(triphenyl-phosphine) palladium(II)-chloride. Run in CN(C)C=O (DMF), O (water), O (Water). Conditions: temperature 80 celsius, time 16 hour. Yields the product ClC1=CC(=NC2=NC=CC=C12)C1=C(C(=O)N)C=CC=C1 (2-(4-chloro-[1,8]naphthyridin-2-yl)-benzamide). As a reaction SMILES: Cl[C:2]1[CH:11]=[C:10]([Cl:12])[C:9]2[C:4](=[N:5][CH:6]=[CH:7][CH:8]=2)[N:3]=1.[C:13]([C:15]1[CH:20]=[CH:19][CH:18]=[CH:17][C:16]=1B(O)O)#[N:14].C(=O)(O)[O-:25].[Na+]>CN(C=O)C.O>[Cl:12][C:10]1[C:9]2[C:4](=[N:5][CH:6]=[CH:7][CH:8]=2)[N:3]=[C:2]([C:16]2[CH:17]=[CH:18][CH:19]=[CH:20][C:15]=2[C:13]([NH2:14])=[O:25])[CH:11]=1 |f:2.3|. Reported procedure: A solution of 1.99 g (10.0 mmol) 2,4-dichloro-[1,8]naphthyridine, 1.47 g (10.0 mmol) 2-cyanobenzeneboronic acid and 1.01 g (120.0 mmol) sodium bicarbonate in 100 ml DMF and 50 ml water was heated to 80° C. under nitrogen. 140 mg (0.20 mmol) bis-(triphenyl-phosphine)-palladium(II)-chloride were added and the mixture was stirred for 16 hrs at 80° C. Water was added to the reaction mixture and the resulting precipitate was filtered off and washed well with water. The residue was dried in vacuum yie... The reactants are C(C(=C)C)(=O)O (methacrylic acid), C(C)(=O)O (acetic acid). Yields the product C(\C=C/C(=O)O)(=O)O (Maleic acid), C(\C(\C)=C/C(=O)O)(=O)O (citraconic acid). Reaction SMILES: [C:1]([OH:6])(=[O:5])[C:2]([CH3:4])=[CH2:3].[C:7]([OH:10])(=[O:9])C>>[C:7]([OH:10])(=[O:9])/[CH:3]=[CH:2]\[C:1]([OH:6])=[O:5].[C:1]([OH:6])(=[O:5])/[C:2](=[CH:4]\[C:7]([OH:10])=[O:9])/[CH3:3]. Reported procedure: After an operating time of 90 days, and at the same bath temperature, the conversion is 59.5 mole %, and the selectivities with respect to methacrylic acid and acetic acid are 90.8 mole % and 1.1 mole % respectively. Maleic acid and citraconic acid are formed in a total amount of 0.82%. Reactants: [BH4-].[Na+] (Sodium borohydride), FC1=C(C(=O)C2=C(NS(=O)(=O)C)C=CC(=C2)[N+](=O)[O-])C=CC(=C1)F (2'-(2,4-difluorobenzoyl)-4'-nitromethanesulfonanilide), C(C)(=O)O (acetic acid), O (water). The solvent is O1CCCC1 (tetrahydrofuran). Conditions: time 4 hour. Yields the product FC1=C(C(O)C2=C(NS(=O)(=O)C)C=CC(=C2)[N+](=O)[O-])C=CC(=C1)F (2'-(2,4-difluoro-α-hydroxybenzyl)-4'-nitromethanesulfonanilide). Yield: 94.1%. RXN SMILES: [BH4-].[Na+].[F:3][C:4]1[CH:25]=[C:24]([F:26])[CH:23]=[CH:22][C:5]=1[C:6]([C:8]1[CH:18]=[C:17]([N+:19]([O-:21])=[O:20])[CH:16]=[CH:15][C:9]=1[NH:10][S:11]([CH3:14])(=[O:13])=[O:12])=[O:7].C(O)(=O)C.O>O1CCCC1>[F:3][C:4]1[CH:25]=[C:24]([F:26])[CH:23]=[CH:22][C:5]=1[CH:6]([C:8]1[CH:18]=[C:17]([N+:19]([O-:21])=[O:20])[CH:16]=[CH:15][C:9]=1[NH:10][S:11]([CH3:14])(=[O:13])=[O:12])[OH:7] |f:0.1|. Reported procedure: Sodium borohydride (1.49 g) was added portionwise to a stirred mixture of 2'-(2,4-difluorobenzoyl)-4'-nitromethanesulfonanilide (5.6 g) in tetrahydrofuran (50 ml). The mixture was stirred at room temperature for 4 hours, treated with acetic acid (5 ml) and water (20 ml), had concentrated to dryness. The residue was dissolved in ethyl acetate and washed with water. The organic layer was dried and evaporated to give a powder of 2'-(2,4-difluoro-α-hydroxybenzyl)-4'-nitromethanesulfonanilide (5.3 g)... Reactants: CC(CNC(CO)=O)C (N-(2-methylpropyl)glycolamide), [H-].[Na+] (sodium hydride), ClC1N(C(C2=CC=CC=C12)=O)C1=NC2=NC(=CC=C2C=C1)Cl (3-chloro-2-(7-chloro-1,8-naphthyridin-2-yl)-1-isoindolinone). The solvent is O1CCCC1 (tetrahydrofuran). The product is ClC1=CC=C2C=CC(=NC2=N1)N1C(C2=CC=CC=C2C1=O)OCC(=O)NCC(C)C ([2-(7-chloro-1,8-naphthyridin-2-yl)-3-oxo-1isoindolinyloxy]-N-(2-methylpropyl)acetamide). Isolated yield 52.3%. RXN SMILES: [CH3:1][CH:2]([CH3:9])[CH2:3][NH:4][C:5](=[O:8])[CH2:6][OH:7].[H-].[Na+].Cl[CH:13]1[C:21]2[C:16](=[CH:17][CH:18]=[CH:19][CH:20]=2)[C:15](=[O:22])[N:14]1[C:23]1[CH:32]=[CH:31][C:30]2[C:25](=[N:26][C:27]([Cl:33])=[CH:28][CH:29]=2)[N:24]=1>O1CCCC1>[Cl:33][C:27]1[N:26]=[C:25]2[C:30]([CH:31]=[CH:32][C:23]([N:14]3[C:15](=[O:22])[C:16]4[C:21](=[CH:20][CH:19]=[CH:18][CH:17]=4)[CH:13]3[O:7][CH2:6][C:5]([NH:4][CH2:3][CH:2]([CH3:9])[CH3:1])=[O:8])=[N:24]2)=[CH:29][CH:28]=1 |f:1.2|. Procedure details: The procedure is as in Example 22, but starting with N-(2-methylpropyl)glycolamide (8.9 g) in tetrahydrofuran (357 cc), an oily suspension (50% by weight; 3.3 g) of sodium hydride and 3-chloro-2-(7-chloro-1,8-naphthyridin-2-yl)-1-isoindolinone (15 g). After recrystallization in ethanol, [2-(7-chloro-1,8-naphthyridin-2-yl)-3-oxo-1isoindolinyloxy]-N-(2-methylpropyl)acetamide (10.1 g), m.p. 146° C., is obtained. The reactants are C1COCCO1, CCN(C(C)C)C(C)C, Clc1cncc(Cl)c1Cl, O=S(=O)(c1ccc(Cl)cc1)C1CCNCC1. Yields the product O=S(=O)(c1ccc(Cl)cc1)C1CCN(c2c(Cl)cncc2Cl)CC1. RXN SMILES: [CH2:35]1[O:36][CH2:37][CH2:38][O:39][CH2:40]1.[CH:26]([N:27]([CH2:28][CH3:29])[CH:30]([CH3:31])[CH3:32])([CH3:33])[CH3:34].[Cl:17][c:18]1[cH:19][n:20][cH:21][c:22]([Cl:25])[c:23]1[Cl:24].[Cl:1][c:2]1[cH:3][cH:4][c:5]([S:8](=[O:9])(=[O:10])[CH:11]2[CH2:12][CH2:13][NH:14][CH2:15][CH2:16]2)[cH:6][cH:7]1>>[Cl:1][c:2]1[cH:3][cH:4][c:5]([S:8](=[O:9])(=[O:10])[CH:11]2[CH2:12][CH2:13][N:14]([c:23]3[c:18]([Cl:17])[cH:19][n:20][cH:21][c:22]3[Cl:25])[CH2:15][CH2:16]2)[cH:6][cH:7]1. Reaction SMILES: [C:41]([Cl:42])(=[O:43])[O:44][CH2:45][CH3:46].[Cl:49][CH2:50][Cl:51].[F:1][C:2]([C:3](=[O:4])[OH:5])([CH2:6][NH:7][C:8](=[O:9])[NH:10][C:11]([CH2:12][c:13]1[cH:14][cH:15][cH:16][cH:17][cH:18]1)([c:19]1[cH:20][cH:21][c:22]([F:25])[cH:23][cH:24]1)[c:26]1[cH:27][c:28]([F:39])[cH:29][c:30]([O:32][C:33]([CH:34]([F:35])[F:36])([F:37])[F:38])[cH:31]1)[F:40].[NH3:47].[OH2:48]>>[F:1][C:2]([C:3](=[O:5])[NH2:47])([CH2:6][NH:7][C:8](=[O:9])[NH:10][C:11]([CH2:12][c:13]1[cH:14][cH:15][cH:16][cH:17][cH:18]1)([c:19]1[cH:20][cH:21][c:22]([F:25])[cH:23][cH:24]1)[c:26]1[cH:27][c:28]([F:39])[cH:29][c:30]([O:32][C:33]([CH:34]([F:35])[F:36])([F:37])[F:38])[cH:31]1)[F:40]. Product: NC(=O)C(F)(F)CNC(=O)NC(Cc1ccccc1)(c1ccc(F)cc1)c1cc(F)cc(OC(F)(F)C(F)F)c1. Reactants: CCOC(=O)Cl, ClCCl, O=C(NCC(F)(F)C(=O)O)NC(Cc1ccccc1)(c1ccc(F)cc1)c1cc(F)cc(OC(F)(F)C(F)F)c1, N, O. Reactants: C1(=CC=CC=C1)C=1C=CC=C2CC(NC12)=O (7-phenylindolin-2-one), [OH-].[Na+] (sodium hydroxide), product. The product is O.NC1=C(C=CC=C1CC(=O)O)C1=CC=CC=C1 (2-Amino-3-biphenylacetic Acid Hydrate). As a reaction SMILES: [C:1]1([C:7]2[CH:8]=[CH:9][CH:10]=[C:11]3[C:15]=2[NH:14][C:13](=[O:16])[CH2:12]3)[CH:6]=[CH:5][CH:4]=[CH:3][CH:2]=1.[OH-:17].[Na+]>>[OH2:16].[NH2:14][C:15]1[C:11]([CH2:12][C:13]([OH:16])=[O:17])=[CH:10][CH:9]=[CH:8][C:7]=1[C:1]1[CH:6]=[CH:5][CH:4]=[CH:3][CH:2]=1 |f:1.2,3.4|. Procedure: A mixture of 4.5 g. (0.0215 mole) of 7-phenylindolin-2-one and 60 ml. of 3 N sodium hydroxide was heated at reflux under nitrogen for 17 hrs. The reaction mixture was cooled, filtered, and the filtrate was diluted with 60 ml. of water. The solution was cooled, made acidic with glacial acetic acid and the resulting tan solid was immediately collected by filtration, washed with cold water and dried under vacuum to yield 4.6 g. (98%) of product as a tan solid, m.p. 98°-100° C. (dec.). Reactants: COCC(=O)Cl, CC(Nc1cncc(-n2cnc3cc(N)ccc32)n1)c1ccccc1. Yields the product COCC(=O)Nc1ccc2c(c1)ncn2-c1cncc(NC(C)c2ccccc2)n1. As a reaction SMILES: [CH3:26][O:27][CH2:28][C:29](=[O:30])[Cl:31].[c:1]1([CH:7]([CH3:8])[NH:9][c:10]2[cH:11][n:12][cH:13][c:14](-[n:16]3[cH:17][n:18][c:19]4[c:20]3[cH:21][cH:22][c:23]([NH2:25])[cH:24]4)[n:15]2)[cH:2][cH:3][cH:4][cH:5][cH:6]1>>[c:1]1([CH:7]([CH3:8])[NH:9][c:10]2[cH:11][n:12][cH:13][c:14](-[n:16]3[cH:17][n:18][c:19]4[c:20]3[cH:21][cH:22][c:23]([NH:25][C:29]([CH2:28][O:27][CH3:26])=[O:30])[cH:24]4)[n:15]2)[cH:2][cH:3][cH:4][cH:5][cH:6]1.